From a dataset of the Open Reaction Database (ORD), a public repository of structured organic reaction records. describe an organic reaction: reactants, conditions, products, and yield The reactants are COC(C1=C(C=CC(=C1)C(C)(C)C)OC)=O (5-(tert-butyl)-2-methoxybenzoic acid methyl ester), [OH-].[Na+].O (NaOH water), Cl (HCl). The solvent is CO (MeOH). Conditions: time 3 hour. Yields the product C(C)(C)(C)C=1C=CC(=C(C(=O)Cl)C1)OC (5-(tert-Butyl)-2-methoxybenzoyl chloride). As a reaction SMILES: C[O:2][C:3](=O)[C:4]1[CH:9]=[C:8]([C:10]([CH3:13])([CH3:12])[CH3:11])[CH:7]=[CH:6][C:5]=1[O:14][CH3:15].[OH-].[Na+].O.[ClH:20]>CO>[C:10]([C:8]1[CH:7]=[CH:6][C:5]([O:14][CH3:15])=[C:4]([CH:9]=1)[C:3]([Cl:20])=[O:2])([CH3:13])([CH3:12])[CH3:11] |f:1.2.3|. Procedure details: To a solution of 3.8 g of 5-(tert-butyl)-2-methoxybenzoic acid methyl ester in MeOH (30 mL) was added 50% NaOH-water solution (1 mL). The resulting solution was stirred at room temperature for 3 hr. After the reaction was complete, the pH was adjusted to pH=2–3 using 1M HCl. The reaction mixture was collected by extraction with ethylacetate and water three times. The organic layer was dried over anhydrous magnesium sulfate (MgSO4) and evaporated under reduced pressure. After recrystallization, t... Isolated yield 105.2%. The solvent is ClCCl (dichloromethane). Reaction SMILES: [CH:1]1([CH2:4][N:5]2[C:9]3[CH:10]=[CH:11][C:12]([S:14]([C:17]4([CH2:42][OH:43])[CH2:22][CH2:21][N:20](C(C5C=CC=CC=5)(C5C=CC=CC=5)C5C=CC=CC=5)[CH2:19][CH2:18]4)(=[O:16])=[O:15])=[CH:13][C:8]=3[N:7]=[C:6]2[CH2:44][C:45]([CH3:48])([CH3:47])[CH3:46])[CH2:3][CH2:2]1.FC(F)(F)C(O)=O>ClCCl>[CH:1]1([CH2:4][N:5]2[C:9]3[CH:10]=[CH:11][C:12]([S:14]([C:17]4([CH2:42][OH:43])[CH2:22][CH2:21][NH:20][CH2:19][CH2:18]4)(=[O:16])=[O:15])=[CH:13][C:8]=3[N:7]=[C:6]2[CH2:44][C:45]([CH3:48])([CH3:47])[CH3:46])[CH2:3][CH2:2]1. Run at time 20 minute. Reactants: C1(CC1)CN1C(=NC2=C1C=CC(=C2)S(=O)(=O)C2(CCN(CC2)C(C2=CC=CC=C2)(C2=CC=CC=C2)C2=CC=CC=C2)CO)CC(C)(C)C ((4-(1-(cyclopropylmethyl)-2-neopentyl-1H-benzo[d]imidazol-5-ylsulfonyl)-1-tritylpiperidin-4-yl)methanol), FC(C(=O)O)(F)F (trifluoroacetic acid). Procedure: To a solution of (4-(1-(cyclopropylmethyl)-2-neopentyl-1H-benzo[d]imidazol-5-ylsulfonyl)-1-tritylpiperidine-4-yl)methanol (STEP F, 300 mg, 0.453 mmol) in dichloromethane (6 mL) was trifluoroacetic acid (2 mL). After 20 min, the mixture was concentrated in vacuo and the residue was diluted with methanol and the solution was filtered through strong cationic exchange column (SCX). The column was washed with 1 mol/L ammonia methanol to wash out the product. The filtrate was concentrated in vacuo to ... Product: C1(CC1)CN1C(=NC2=C1C=CC(=C2)S(=O)(=O)C2(CCNCC2)CO)CC(C)(C)C ((4-(1-(cyclopropylmethyl)-2-neopentyl-1H-benzo[d]imidazol-5-ylsulfonyl)piperidin-4-yl)methanol). Starting materials: 3,9-dihydroxy- and 9-hydroxy-3-oxo-spiro[5.5]undecane, [BH4-].[Na+] (Sodium borohydride), O=C1CCC2(CC1)CCC(CC2)=O (3,9-dioxo-spiro[5.5]undecane), Cl (hydrochloric acid). Run in C(C)O (ethanol). Reaction conditions: time 1.5 hour. Product: OC1CCC2(CCC(CC2)=O)CC1 (9-hydroxy-3-oxo-spiro[5.5]undecane). Yield: 27.7%. As a reaction SMILES: [BH4-].[Na+].[O:3]=[C:4]1[CH2:9][CH2:8][C:7]2([CH2:14][CH2:13][C:12](=[O:15])[CH2:11][CH2:10]2)[CH2:6][CH2:5]1.Cl>C(O)C>[OH:15][CH:12]1[CH2:11][CH2:10][C:7]2([CH2:8][CH2:9][C:4](=[O:3])[CH2:5][CH2:6]2)[CH2:14][CH2:13]1 |f:0.1|. Reported procedure: Sodium borohydride (0.400 g) was added in portions to a solution of 10.0 g of 3,9-dioxo-spiro[5.5]undecane (III) (Rice L. M. et al., J.Org.Chem., 1967, 32, 1966) in 80 ml of ethanol, under nitrogen atmosphere, at room temperature. After 1.5 hrs, 10.0 ml. of 1N hydrochloric acid were added and the resulting mixture was evaporated under reduced pressure. The crude residue, dissolved in 150 ml. of ethyl acetate, was washed with water to neutrality. The organic layer, dried over anhydrous sodium sul... Starting materials: N([C@@H](COCC1=CC=CC=C1)C(=O)O)C(=O)OC(C)(C)C (Boc-Ser(Bzl)), N[C@@H](CC1=CN(C=N1)S(=O)(=O)C1=CC=C(C)C=C1)C(=O)N[C@@H](CCCCNC(=O)OCC1=CC=CC=C1)C(=O)OCC1=CC=CC=C1 (His(Tos)-Lys(Z)-OBzl), C1CCC(CC1)N=C=NC2CCCCC2 (DCC). Run in C(Cl)Cl (methylene chloride). Reaction conditions: temperature -15 celsius. Product: N([C@@H](COCC1=CC=CC=C1)C(=O)N[C@@H](CC1=CN(C=N1)S(=O)(=O)C1=CC=C(C)C=C1)C(=O)N[C@@H](CCCCNC(=O)OCC1=CC=CC=C1)C(=O)OCC1=CC=CC=C1)C(=O)OC(C)(C)C (Boc-Ser(Bzl)-His(Tos)-Lys(Z)-OBzl). Isolated yield 79.1%. As a reaction SMILES: [NH:1]([C:15]([O:17][C:18]([CH3:21])([CH3:20])[CH3:19])=[O:16])[C@H:2]([C:12]([OH:14])=O)[CH2:3][O:4][CH2:5][C:6]1[CH:11]=[CH:10][CH:9]=[CH:8][CH:7]=1.[NH2:22][C@H:23]([C:40]([NH:42][C@H:43]([C:59]([O:61][CH2:62][C:63]1[CH:68]=[CH:67][CH:66]=[CH:65][CH:64]=1)=[O:60])[CH2:44][CH2:45][CH2:46][CH2:47][NH:48][C:49]([O:51][CH2:52][C:53]1[CH:58]=[CH:57][CH:56]=[CH:55][CH:54]=1)=[O:50])=[O:41])[CH2:24][C:25]1[N:29]=[CH:28][N:27]([S:30]([C:33]2[CH:39]=[CH:38][C:36]([CH3:37])=[CH:35][CH:34]=2)(=[O:32])=[O:31])[CH:26]=1.C1CCC(N=C=NC2CCCCC2)CC1>C(Cl)Cl>[NH:1]([C:15]([O:17][C:18]([CH3:21])([CH3:20])[CH3:19])=[O:16])[C@H:2]([C:12]([NH:22][C@H:23]([C:40]([NH:42][C@H:43]([C:59]([O:61][CH2:62][C:63]1[CH:64]=[CH:65][CH:66]=[CH:67][CH:68]=1)=[O:60])[CH2:44][CH2:45][CH2:46][CH2:47][NH:48][C:49]([O:51][CH2:52][C:53]1[CH:58]=[CH:57][CH:56]=[CH:55][CH:54]=1)=[O:50])=[O:41])[CH2:24][C:25]1[N:29]=[CH:28][N:27]([S:30]([C:33]2[CH:39]=[CH:38][C:36]([CH3:37])=[CH:35][CH:34]=2)(=[O:32])=[O:31])[CH:26]=1)=[O:14])[CH2:3][O:4][CH2:5][C:6]1[CH:7]=[CH:8][CH:9]=[CH:10][CH:11]=1. Reported procedure: A mixture of 1.67 g of Boc-Ser(Bzl), 3.75 g of His(Tos)-Lys(Z)-OBzl and 13.2 ml of methylene chloride was cooled to -15° C., and 1.28 g of DCC was added to the mixture under stirring. Two hours later, the mixture was further stirred at room temperature for 2 hours. Insoluble matters were filtered off and washed with ethyl acetate. The filtrate and the washing were combined and washed with aqueous citric acid, saturated saline and sodium bicarbonate aqueous solution, dried over sodium sulfate anh... The reactants are C(C)OC(CC(C#N)C1CCC1)=O.C1(CCC1)CC#N (3-Cyclobutyl-3-cyano-propionic acid ethyl ester Cyclobutylacetonitrile), C(C)OC(CBr)=O (ethylbromoacetate), [Li+].CC(C)[N-]C(C)C (LDA). Solvent: C1CCOC1 (THF), C1CCOC1 (THF). Conditions: temperature -78 celsius, time 5 minute. Product: C(C)OC(CC(C#N)C1CCC1)=O (3-cyclobutyl-3-cyano-propionic acid ethyl ester). Isolated yield 78.8%. As a reaction SMILES: [CH2:1]([O:3][C:4](=[O:13])[CH2:5][CH:6]([CH:9]1[CH2:12][CH2:11][CH2:10]1)[C:7]#[N:8])[CH3:2].C1(CC#N)CCC1.[Li+].CC([N-]C(C)C)C.C(OC(=O)CBr)C>C1COCC1>[CH2:1]([O:3][C:4](=[O:13])[CH2:5][CH:6]([CH:9]1[CH2:10][CH2:11][CH2:12]1)[C:7]#[N:8])[CH3:2] |f:0.1,2.3|. Procedure: Preparation of 3-Cyclobutyl-3-cyano-propionic acid ethyl ester—Cyclobutylacetonitrile (3.0 g, 3.5 mmol) is added to a solution of freshly prepared LDA (31.5 mmol) in 50 mL of THF at −78° C. After being stirred at −78° C. for 5 minutes, the anion solution is added over 10 minutes by cannula to a solution of ethylbromoacetate in 100 mL of THF at −78° C. The solution is stirred for 2 hours, then quenched with 20 mL of 1.0N HCl and warmed to room temperature. The THF is evaporated. The organics are ... Reactants: COC1=CC=CC2=C1N=CS2 (4-methoxybenzothiazole), C(C)(C)(C)OC(N[C@H]1CO[C@@H](CC1)C=O)=O ((3R,6S)-(6-formyl-tetrahydro-pyran-3-yl)-carbamic acid tert-butyl ester), O=C1NC2=C(SC1)C=CC(=N2)C=O (3-oxo-3,4-dihydro-2H-pyrido[3,2-b][1,4]thiazine-6-carbaldehyde), 23.f. Procedure: Using the same method as for Example 23, steps 23.a to 23.f, the title compound was synthesised from 4-methoxybenzothiazole, (3R,6S)-(6-formyl-tetrahydro-pyran-3-yl)-carbamic acid tert-butyl ester and 3-oxo-3,4-dihydro-2H-pyrido[3,2-b][1,4]thiazine-6-carbaldehyde. After chromatography on SiO2 (EtOAc/MeOH 9:1 +1% NH4OH) and crystallisation from ether/MeOH, a yellowish solid (30 mg) was obtained. The product is COC1=CC=CC2=C1N=C(S2)C(=O)[C@@H]2CC[C@H](CO2)NCC=2C=CC=1SCC(NC1N2)=O ((3R,6S)-6-{[6-(4-methoxy-benzothiazole-2-carbonyl)-tetrahydro-pyran-3-ylamino]-methyl}-4H-pyrido[3,2-b][1,4]thiazin-3-one), solid. Reaction SMILES: [CH3:1][O:2][C:3]1[C:8]2[N:9]=[CH:10][S:11][C:7]=2[CH:6]=[CH:5][CH:4]=1.C(O[C:17](=O)[NH:18][C@@H:19]1[CH2:24][CH2:23][C@@H:22]([CH:25]=[O:26])[O:21][CH2:20]1)(C)(C)C.[O:28]=[C:29]1[CH2:34][S:33][C:32]2[CH:35]=[CH:36][C:37](C=O)=[N:38][C:31]=2[NH:30]1>>[CH3:1][O:2][C:3]1[C:8]2[N:9]=[C:10]([C:25]([C@H:22]3[O:21][CH2:20][C@H:19]([NH:18][CH2:17][C:37]4[CH:36]=[CH:35][C:32]5[S:33][CH2:34][C:29](=[O:28])[NH:30][C:31]=5[N:38]=4)[CH2:24][CH2:23]3)=[O:26])[S:11][C:7]=2[CH:6]=[CH:5][CH:4]=1.